Dataset: the Open Reaction Database (ORD), a public repository of structured organic reaction records. Task: describe an organic reaction: reactants, conditions, products, and yield Reactants: CC(=O)O, O=C1CCC(=O)N1Cl, COC(=O)c1ccc(Br)c(N)n1. Yields the product COC(=O)c1nc(N)c(Br)cc1Cl. Reaction SMILES: [CH3:21][C:22](=[O:23])[OH:24].[Cl:13][N:14]1[C:15](=[O:16])[CH2:17][CH2:18][C:19]1=[O:20].[NH2:1][c:2]1[c:3]([Br:12])[cH:4][cH:5][c:6]([C:8](=[O:9])[O:10][CH3:11])[n:7]1>>[NH2:1][c:2]1[c:3]([Br:12])[cH:4][c:5]([Cl:13])[c:6]([C:8](=[O:9])[O:10][CH3:11])[n:7]1. Reactants: C(C)(=O)O[C@@H]1[C@H]([C@H](O[C@@H]([C@H]1OC(C)=O)COC(C)=O)Br)NC(=O)OCC1=CC=CC=C1 (3,4,6-tri-O-acetyl-2-benzyloxycarbonylamino-2-deoxy-α-D-glucopyranosyl bromide), O (water). The reagents and catalysts are C([O-])([O-])=O.[Ag+2] (silver carbonate). Solvent: CC(=O)C (acetone). Reaction conditions: temperature 0 celsius, time 1 hour. Product: C(C)(=O)O[C@@H]1[C@H]([C@H](O)O[C@@H]([C@H]1OC(C)=O)COC(C)=O)NC(=O)OCC1=CC=CC=C1 (3,4,6-tri-O-acetyl-2-benzyloxycarbonylamino-2-deoxy-β-D-glucopyranose). Reaction SMILES: [C:1]([O:4][C@H:5]1[C@H:10]([O:11][C:12](=[O:14])[CH3:13])[C@@H:9]([CH2:15][O:16][C:17](=[O:19])[CH3:18])[O:8][C@H:7](Br)[C@@H:6]1[NH:21][C:22]([O:24][CH2:25][C:26]1[CH:31]=[CH:30][CH:29]=[CH:28][CH:27]=1)=[O:23])(=[O:3])[CH3:2].[OH2:32]>CC(C)=O.C(=O)([O-])[O-].[Ag+2]>[C:1]([O:4][C@H:5]1[C@H:10]([O:11][C:12](=[O:14])[CH3:13])[C@@H:9]([CH2:15][O:16][C:17](=[O:19])[CH3:18])[O:8][C@@H:7]([OH:32])[C@@H:6]1[NH:21][C:22]([O:24][CH2:25][C:26]1[CH:31]=[CH:30][CH:29]=[CH:28][CH:27]=1)=[O:23])(=[O:3])[CH3:2] |f:3.4|. Procedure: 700 mg of 3,4,6-tri-O-acetyl-2-benzyloxycarbonylamino-2-deoxy-α-D-glucopyranosyl bromide [Bull, Chem. Soc. Japn., 34, 183 (1963)] was dissolved in 2 ml of acetone, and with the solution cooled to 0° C, 290 mg of silver carbonate and 20 ml of water were added. The mixture was stirred for 1 hour at this temperature and filtered. The filtrate was concentrated to obtain 580 mg of 3,4,6-tri-O-acetyl-2-benzyloxycarbonylamino-2-deoxy-β-D-glucopyranose The reactants are ClC1=CC=C(C(=O)OCC)C=C1 (ethyl p-chlorobenzate), CC[O-].[Na+] (sodium ethylate), NC(C(=O)O)CC=1C(NC2=CC=CC=C2C1)=O (2-amino-3-(2-quinolon-3-yl)propionic acid). Run in C(C)O (ethanol). Run at time 6 hour. The product is ClC1=CC=C(C(=O)NC(C(=O)O)CC=2C(NC3=CC=CC=C3C2)=O)C=C1 (2-(4-chlorobenzoylamino)-3-(2-quinolon-3-yl)propionic acid). Isolated yield 9.0%. As a reaction SMILES: [Cl:1][C:2]1[CH:12]=[CH:11][C:5]([C:6]([O:8]CC)=O)=[CH:4][CH:3]=1.CC[O-].[Na+].[NH2:17][CH:18]([CH2:22][C:23]1[C:24](=[O:33])[NH:25][C:26]2[C:31]([CH:32]=1)=[CH:30][CH:29]=[CH:28][CH:27]=2)[C:19]([OH:21])=[O:20]>C(O)C>[Cl:1][C:2]1[CH:3]=[CH:4][C:5]([C:6]([NH:17][CH:18]([CH2:22][C:23]2[C:24](=[O:33])[NH:25][C:26]3[C:31]([CH:32]=2)=[CH:30][CH:29]=[CH:28][CH:27]=3)[C:19]([OH:21])=[O:20])=[O:8])=[CH:11][CH:12]=1 |f:1.2|. Reported procedure: In 100 ml of ethanol, 1.66 g of ethyl p-chlorobenzate, 0.5 g of sodium ethylate and 2.09 g of 2-amino-3-(2-quinolon-3-yl)propionic acid were added and the whole mixture was placed in an autoclave. The reaction was carried out under 110 atmospheric pressure at 140°-150° C. for 6 hours. After completion of the reaction, the reaction mixture was cooled and concentrated under a reduced pressure. The residue was dissolved in 200 ml of chloroform, washed with 1%-potassium carbonate aqueous solution, a... The reactants are C1(\C=C/C(=O)O1)=O (maleic anhydride), C(Cl)(Cl)Cl (CHCl3), C(C1=CC=CC=C1)(=O)OOC(C1=CC=CC=C1)=O (benzoyl peroxide), ClCl (chlorine). Conditions: time 5 hour. Product: Cl[C@@H]1C(=O)OC([C@H]1Cl)=O ((2R*,3R*)-2,3-Dichlorosuccinic anhydride). Isolated yield 65.0%. Reaction SMILES: [C:1]1(=[O:7])[O:6][C:4](=[O:5])C=[CH:2]1.C(OOC(=O)C1C=CC=CC=1)(=O)C1C=CC=CC=1.[Cl:26]Cl.[CH:28]([Cl:31])(Cl)Cl>>[Cl:26][C@H:2]1[C@H:28]([Cl:31])[C:4](=[O:5])[O:6][C:1]1=[O:7]. Procedure: A solution of maleic anhydride (10.6 g, 108 mmol) and benzoyl peroxide (5 mg, 0.02 mmol) in CHCl3 (250 mL) was saturated with chlorine gas and the resulting bright yellow solution was stirred for 5 h at rt. Residual chlorine was removed with a stream of nitrogen and the reaction mixture was partially concentrated. Four crops of the white, solid title product were obtained by filtration (11.9 g, 65% yield): mp 90-92° C. Starting materials: C(C)(C)(C)C1=CC(=C(OCC(=O)OC(C)(C)C)C=C1)CN1CCCCC1 (tert-butyl [4-tert-butyl-2-(piperidin-1-ylmethyl)phenoxy]acetate), FC(C(=O)O)(F)F (trifluoroacetic acid), FC(C(=O)O)(F)F (trifluoroacetic acid). The solvent is C(Cl)Cl (methylene dichloride). Conditions: time 15 hour. Yields the product C(C)(C)(C)C1=CC(=C(OCC(=O)O)C=C1)CN1CCCCC1 ([4-tert-Butyl-2-(Piperidine-1 -ylmethyl)phenoxy]aceticacid). Yield: 173.1%. As a reaction SMILES: [C:1]([C:5]1[CH:19]=[CH:18][C:8]([O:9][CH2:10][C:11]([O:13]C(C)(C)C)=[O:12])=[C:7]([CH2:20][N:21]2[CH2:26][CH2:25][CH2:24][CH2:23][CH2:22]2)[CH:6]=1)([CH3:4])([CH3:3])[CH3:2].FC(F)(F)C(O)=O>C(Cl)Cl>[C:1]([C:5]1[CH:19]=[CH:18][C:8]([O:9][CH2:10][C:11]([OH:13])=[O:12])=[C:7]([CH2:20][N:21]2[CH2:26][CH2:25][CH2:24][CH2:23][CH2:22]2)[CH:6]=1)([CH3:4])([CH3:2])[CH3:3]. Reported procedure: To a methylene dichloride (2.0 ml) solution of tert-butyl [4-tert-butyl-2-(piperidin-1-ylmethyl)phenoxy]acetate (75 mg, 0.21 mmol), trifluoroacetic acid (0.2 ml, 2.7 mmol) was added at ambient temperature under nitrogen atmosphere. After being stirred for 15 hours, additional trifluoroacetic acid (1.0 ml, 13.5 mmol) was added. After being stirred additionally for 10 hours, the resulting mixture was concentrated under reduced pressure and azeotrope with toluene to furnish 111 mg of the title comp...